From a dataset of the Open Reaction Database (ORD), a public repository of structured organic reaction records. describe an organic reaction: reactants, conditions, products, and yield Reactants: O([C@@H]1CC[C@H](O)[C@H](O1)CO)C (Methyl 2,3-dideoxy-α-D-erythro-hexopyranoside), C1(=CC=C(C=C1)S(=O)(=O)Cl)C (toluene-p-sulphonyl chloride), O (water). Run in N1=CC=CC=C1 (pyridine). Reaction conditions: time 12 hour. Yields the product C1(=CC=C(C=C1)S(=O)(=O)O[C@H]1CC[C@@H](OC)O[C@@H]1COS(=O)(=O)C1=CC=C(C=C1)C)C (methyl 2,3-dideoxy-4,6-di-O-toluene-p-sulphonyl-α-D-erythro-hexopyranoside). Reaction SMILES: [O:1]([CH3:11])[C@H:2]1[O:8][C@H:7]([CH2:9][OH:10])[C@@H:5]([OH:6])[CH2:4][CH2:3]1.[C:12]1([CH3:22])[CH:17]=[CH:16][C:15]([S:18](Cl)(=[O:20])=[O:19])=[CH:14][CH:13]=1.[OH2:23]>N1C=CC=CC=1>[C:12]1([CH3:22])[CH:17]=[CH:16][C:15]([S:18]([O:6][C@@H:5]2[C@@H:7]([CH2:9][O:10][S:18]([C:15]3[CH:16]=[CH:17][C:12]([CH3:22])=[CH:13][CH:14]=3)(=[O:19])=[O:23])[O:8][C@H:2]([O:1][CH3:11])[CH2:3][CH2:4]2)(=[O:20])=[O:19])=[CH:14][CH:13]=1. Reported procedure: Methyl 2,3-dideoxy-α-D-erythro-hexopyranoside (6 g, 37 mmol) in dry pyridine (50 ml) was treated with toluene-p-sulphonyl chloride (15.2 g, 80 mmol) at 0° with stirring. The reaction mixture was stored at 22° for 12 h, and after the addition of water (1 ml) it was concentrated. The syrupy residue was poured into ice-water, the oil which separated was extracted with CHCl3, and the extracts were washed with water, dried and evaporated. The solid thus obtained (12 g, 70%) was recrystallized from me... RXN SMILES: [CH3:26][CH2:27][O:28][C:29]([CH3:30])=[O:31].[N:1](=[N+:2]=[N-:3])[CH2:4][c:5]1[n:6][c:7]([S:17][CH3:18])[n:8](-[c:10]2[cH:11][cH:12][c:13]([I:16])[cH:14][cH:15]2)[cH:9]1.[Na+:25].[OH-:24].[OH2:19].[OH2:20].[Sn:21]([Cl:22])[Cl:23]>>[NH2:1][CH2:4][c:5]1[n:6][c:7]([S:17][CH3:18])[n:8](-[c:10]2[cH:11][cH:12][c:13]([I:16])[cH:14][cH:15]2)[cH:9]1. Product: CSc1nc(CN)cn1-c1ccc(I)cc1. The reactants are CCOC(C)=O, CSc1nc(CN=[N+]=[N-])cn1-c1ccc(I)cc1, [Na+], [OH-], O, O, Cl[Sn]Cl. The reactants are C(C)O (Ethanol), [H][H] (hydrogen), [N+](=O)([O-])C1=CC=C(OC2=CC(=CC(=C2)OC2=CC=C(C=C2)[N+](=O)[O-])OC2=CC=C(C=C2)[N+](=O)[O-])C=C1 (1,3,5-tri(4-nitrophenoxy)benzene), [H][H] (hydrogen). Reagents/catalysts: [Pd] (Pd/C). Run in C1CCOC1 (THF). The product is NC1=CC=C(OC2=CC(=CC(=C2)OC2=CC=C(C=C2)N)OC2=CC=C(C=C2)N)C=C1 (1,3,5-tri(4-aminophenoxy)benzene). Yield: 100.0%. RXN SMILES: [N+:1]([C:4]1[CH:36]=[CH:35][C:7]([O:8][C:9]2[CH:14]=[C:13]([O:15][C:16]3[CH:21]=[CH:20][C:19]([N+:22]([O-])=O)=[CH:18][CH:17]=3)[CH:12]=[C:11]([O:25][C:26]3[CH:31]=[CH:30][C:29]([N+:32]([O-])=O)=[CH:28][CH:27]=3)[CH:10]=2)=[CH:6][CH:5]=1)([O-])=O.C(O)C.[H][H]>[Pd].C1COCC1>[NH2:22][C:19]1[CH:20]=[CH:21][C:16]([O:15][C:13]2[CH:12]=[C:11]([O:25][C:26]3[CH:27]=[CH:28][C:29]([NH2:32])=[CH:30][CH:31]=3)[CH:10]=[C:9]([O:8][C:7]3[CH:35]=[CH:36][C:4]([NH2:1])=[CH:5][CH:6]=3)[CH:14]=2)=[CH:17][CH:18]=1. Procedure details: To a 300-mL, 4-necked flask were added 2.46 g (5.03 mmol) of 1,3,5-tri(4-nitrophenoxy)benzene and 5% Pd/C (149 mg), and the inside was replaced with argon. Ethanol (50 mL) and THF (50 mL) were added thereto, and then the flask was equipped with a hydrogen balloon, and the mixture was stirred in a normal-pressure hydrogen atmosphere at room temperature for 3 days. The catalyst was separated by filtration and then the solvent was removed away in vacuo, whereby a desired product was obtained (Quant... Starting materials: C1(CCCCC1)N=C=NC1=CC=CC=C1 (N-cyclohexyl-N'-phenylcarbodiimide), N#CN (cyanamide). Run in ClCCCl (1,2-dichloroethane). Product: C(#N)NC(=NC1=CC=CC=C1)NC1CCCCC1 (N-cyano-N'-cyclohexyl-N"-phenylguanidin). As a reaction SMILES: [CH:1]1([N:7]=[C:8]=[N:9][C:10]2[CH:15]=[CH:14][CH:13]=[CH:12][CH:11]=2)[CH2:6][CH2:5][CH2:4][CH2:3][CH2:2]1.[N:16]#[C:17][NH2:18]>ClCCCl>[C:17]([NH:18][C:8]([NH:7][CH:1]1[CH2:2][CH2:3][CH2:4][CH2:5][CH2:6]1)=[N:9][C:10]1[CH:15]=[CH:14][CH:13]=[CH:12][CH:11]=1)#[N:16]. Procedure details: A solution of 1.8 g N-cyclohexyl-N'-phenylcarbodiimide [prepared in accordance with Tetrahedron Letters 26, 1661 (1985) in 20 ml of 1,2-dichloroethane is reacted with 0.42 g of cyanamide and the reaction mixture is worked up as described in Example 1. The viscous oily crude product is chromatographed on silica gel (elution with a 4:1 mixture of methylene chloride/diethyl ether), affording a crystalline product which melts at 147°-147.5° C. (recrystallisation from ethyl acetate). Reactants: Cl (HCl), N1CCCCC1 (Piperidine), OC1=C(C=C(C=O)C=C1)OC (4-hydroxy-3-methoxybenzaldehyde), C(=O)(O)CC(=O)NC1=C(C(=O)O)C=CC=C1 (2-[(carboxyacetyl)amino]benzoic acid). The solvent is C1(=CC=CC=C1)C (toluene). Yield: 78.0%. Yields the product OC1=C(C=C(C=C1)/C=C/C(=O)NC1=C(C(=O)O)C=CC=C1)OC ((E)-2-[[3-(4-Hydroxy-3-methoxyphenyl)-1-oxo-2-propenyl]amino]benzoic acid). As a reaction SMILES: N1CCCCC1.[OH:7][C:8]1[CH:15]=[CH:14][C:11]([CH:12]=O)=[CH:10][C:9]=1[O:16][CH3:17].C([CH2:21][C:22]([NH:24][C:25]1[CH:33]=[CH:32][CH:31]=[CH:30][C:26]=1[C:27]([OH:29])=[O:28])=[O:23])(O)=O.Cl>C1(C)C=CC=CC=1>[OH:7][C:8]1[CH:15]=[CH:14][C:11](/[CH:12]=[CH:21]/[C:22]([NH:24][C:25]2[CH:33]=[CH:32][CH:31]=[CH:30][C:26]=2[C:27]([OH:29])=[O:28])=[O:23])=[CH:10][C:9]=1[O:16][CH3:17]. Procedure: Piperidine (0.50 mL, 5.1 mmol) was added to a suspension of 4-hydroxy-3-methoxybenzaldehyde (0.77 g, 5.1 mmol) and 2-[(carboxyacetyl)amino]benzoic acid (1.0 g, 4.5 mmol) in toluene (5.0 mL) and treated according to Procedure 2, acidifying with 1 M HCl. (E)-2-[[3-(4-Hydroxy-3-methoxyphenyl)-1-oxo-2-propenyl]amino]benzoic acid (1.1 g, 78%) was obtained as a yellow crystalline solid; mp 207.5-208.5° C., lit. [25] 230-233° C.; δH (500 MHz, DMSO-d6) 3.83 (s, 3H, OCH3), 6.71 (d, J=15.5 Hz, 1H, CH═CHCO... The reactants are COc1ccc(-c2nc(SC(F)(F)C(F)Br)[nH]c2-c2ccc(OC)cc2)cc1, CCCC[SnH](CCCC)CCCC, Cc1ccccc1. Product: COc1ccc(-c2nc(SC(F)(F)CF)[nH]c2-c2ccc(OC)cc2)cc1. Reaction SMILES: [Br:1][CH:2]([C:3]([F:4])([F:5])[S:6][c:7]1[nH:8][c:9](-[c:20]2[cH:21][cH:22][c:23]([O:26][CH3:27])[cH:24][cH:25]2)[c:10](-[c:12]2[cH:13][cH:14][c:15]([O:18][CH3:19])[cH:16][cH:17]2)[n:11]1)[F:28].[CH2:29]([SnH:30]([CH2:31][CH2:32][CH2:33][CH3:34])[CH2:35][CH2:36][CH2:37][CH3:38])[CH2:39][CH2:40][CH3:41].[CH3:42][c:43]1[cH:44][cH:45][cH:46][cH:47][cH:48]1>>[CH2:2]([C:3]([F:4])([F:5])[S:6][c:7]1[n:8][c:9](-[c:20]2[cH:21][cH:22][c:23]([O:26][CH3:27])[cH:24][cH:25]2)[c:10](-[c:12]2[cH:13][cH:14][c:15]([O:18][CH3:19])[cH:16][cH:17]2)[nH:11]1)[F:28]. The reactants are C1CCOC1, CCO, COC(=O)C1CN(C(=O)OC(C)(C)C)CC1c1ccc(Cl)c(Cl)c1, Cl, [Na+], [OH-], O. The product is CC(C)(C)OC(=O)N1CC(C(=O)O)C(c2ccc(Cl)c(Cl)c2)C1. As a reaction SMILES: [CH2:31]1[O:32][CH2:33][CH2:34][CH2:35]1.[CH3:28][CH2:29][OH:30].[Cl:1][c:2]1[cH:3][c:4]([CH:9]2[CH:10]([C:21](=[O:22])[O:23][CH3:24])[CH2:11][N:12]([C:14](=[O:15])[O:16][C:17]([CH3:18])([CH3:19])[CH3:20])[CH2:13]2)[cH:5][cH:6][c:7]1[Cl:8].[ClH:27].[Na+:26].[OH-:25].[OH2:36]>>[Cl:1][c:2]1[cH:3][c:4]([CH:9]2[CH:10]([C:21](=[O:22])[OH:23])[CH2:11][N:12]([C:14](=[O:15])[O:16][C:17]([CH3:18])([CH3:19])[CH3:20])[CH2:13]2)[cH:5][cH:6][c:7]1[Cl:8]. The reactants are C(C=1C(O)=CC=CC1)(=O)N (salicylamide), C1(=CC=C(C=C1)S(=O)(=O)[O-])C.[NH+]1=CC=CC=C1 (pyridinium p-toluenesulfonate), CO (methanol), ClCCl (dichloromethane). Run in COC(C)(C)OC (2,2-dimethoxypropane). Yields the product CC1(OC2=C(C(N1)=O)C=CC=C2)C (2,2-dimethyl-2,3-dihydrobenzo[e][1,3]oxazin-4-one). Isolated yield 93.4%. RXN SMILES: [C:1]([NH2:10])(=[O:9])[C:2]1[C:3](=[CH:5][CH:6]=[CH:7][CH:8]=1)[OH:4].[C:11]1(C)[CH:16]=CC(S([O-])(=O)=O)=C[CH:12]=1.[NH+]1C=CC=CC=1.ClCCl.CO>COC(OC)(C)C>[CH3:12][C:11]1([CH3:16])[NH:10][C:1](=[O:9])[C:2]2[CH:8]=[CH:7][CH:6]=[CH:5][C:3]=2[O:4]1 |f:1.2|. Procedure details: To a solution of salicylamide (20.0 g, 0.146 mol; Aldrich Chemical Company, Inc., Milwaukee, Wis.) in 2,2-dimethoxypropane (300 mL) was added pyridinium p-toluenesulfonate (11.0 g, 0.044 mol) and then heated to reflux for 2 h. TLC (dichloromethane: methanol=20:1) indicated the reaction was complete. The solvent was removed and then the residue was taken up in ethyl acetate (150 mL). The solution was washed twice with sodium bicarbonate and once with brine. The organic layer was dried and concent... Product: ON=Cc1ccc(Br)s1. Starting materials: O=Cc1ccc(Br)s1, Cl, NO, c1ccncc1. As a reaction SMILES: [Br:1][c:2]1[s:3][c:4]([CH:7]=[O:8])[cH:5][cH:6]1.[ClH:9].[NH2:10][OH:11].[cH:12]1[cH:13][cH:14][n:15][cH:16][cH:17]1>>[Br:1][c:2]1[s:3][c:4]([CH:7]=[N:10][OH:11])[cH:5][cH:6]1.